From a dataset of the Open Reaction Database (ORD), a public repository of structured organic reaction records. describe an organic reaction: reactants, conditions, products, and yield Reactants: [F-].C(CCC)[N+](CCCC)(CCCC)CCCC (Tetra-n-butylammonium fluoride), C(#N)C1=C(C=CC=C1)C=1C=C2C=CN(C2=CC1)[Si](C(C)C)(C(C)C)C(C)C (5-(2-Cyanophenyl)-1-triisopropylsilylindole). Run in C1CCOC1 (THF), [Cl-].[Na+].O (brine). Conditions: time 5 minute. The product is C(#N)C1=C(C=CC=C1)C=1C=C2C=CNC2=CC1 (5-(2-cyanophenyl) indole). The yield is 79.0%. As a reaction SMILES: [F-].C([N+](CCCC)(CCCC)CCCC)CCC.[C:19]([C:21]1[CH:26]=[CH:25][CH:24]=[CH:23][C:22]=1[C:27]1[CH:28]=[C:29]2[C:33](=[CH:34][CH:35]=1)[N:32]([Si](C(C)C)(C(C)C)C(C)C)[CH:31]=[CH:30]2)#[N:20]>C1COCC1.[Cl-].[Na+].O>[C:19]([C:21]1[CH:26]=[CH:25][CH:24]=[CH:23][C:22]=1[C:27]1[CH:28]=[C:29]2[C:33](=[CH:34][CH:35]=1)[NH:32][CH:31]=[CH:30]2)#[N:20] |f:0.1,4.5.6|. Reported procedure: Tetra-n-butylammonium fluoride (8.0 mmoles, 8 ml of 1.0M solution in THF) was added to 5-(2-Cyanophenyl)-1-triisopropylsilylindole (4 mmole, 1.5 g) in 5 ml THF and stirred at room temperature for 5 minutes. The reaction was added to brine and extracted with ether. The ether solution was dried over sodium sulfate and concentrated. The residue was chromatographed over silica gel eluted with chloroform to yield 0.69 g of 5-(2-cyanophenyl) indole. (MS) The reactants are CO, CC(=O)Nc1cc(Cl)nc(NCc2ccc3ncccc3c2)c1[N+](=O)[O-], ClCCl. Yields the product CC(=O)Nc1cc(Cl)nc(NCc2ccc3ncccc3c2)c1N. As a reaction SMILES: [CH3:27][OH:28].[Cl:1][c:2]1[cH:3][c:4]([NH:23][C:24]([CH3:25])=[O:26])[c:5]([N+:20]([O-:21])=[O:22])[c:6]([NH:8][CH2:9][c:10]2[cH:11][c:12]3[cH:13][cH:14][cH:15][n:16][c:17]3[cH:18][cH:19]2)[n:7]1.[Cl:29][CH2:30][Cl:31]>>[Cl:1][c:2]1[cH:3][c:4]([NH:23][C:24]([CH3:25])=[O:26])[c:5]([NH2:20])[c:6]([NH:8][CH2:9][c:10]2[cH:11][c:12]3[cH:13][cH:14][cH:15][n:16][c:17]3[cH:18][cH:19]2)[n:7]1. The reactants are Example 37 ( A ), FC1=CC(=CC=C1)[N+](=O)[O-] (1-fluoro-3-nitrobenzene), CC1CNCC(N1)C (3,5-dimethyl-piperazine). Product: CC1CN(CC(N1)C)C=1C=C(C=CC1)N (3-(3,5-Dimethyl-piperazin-1-yl)-phenylamine). Procedure: Using the procedure outlined in Example 37 (A), the title compound was prepared from 1-fluoro-3-nitrobenzene (1 g, 7 mmol) and 3,5-dimethyl-piperazine (1.14 g, 10 mmol). 1H NMR (400 MHz, CDCl3) δ (ppm): 7.00 (t, J=8.0 Hz, 1H), 6.33 (d, J=8.2 Hz, 1H), 6.21 (m, 1H), 6.15 (d, J=8.2 Hz, 1H), 3.60 (br, 2H), 3.45 (d, J=9.8 Hz, 2H), 2.98 (m, 1H), 2.22 (t, J=11.3 Hz, 2H), 1.10 (s, 3H), 1.08 (s, 3H). As a reaction SMILES: F[C:2]1[CH:7]=[CH:6][CH:5]=[C:4]([N+:8]([O-])=O)[CH:3]=1.[CH3:11][CH:12]1[NH:17][CH:16]([CH3:18])[CH2:15][NH:14][CH2:13]1>>[CH3:18][CH:16]1[NH:17][CH:12]([CH3:11])[CH2:13][N:14]([C:2]2[CH:3]=[C:4]([NH2:8])[CH:5]=[CH:6][CH:7]=2)[CH2:15]1. Reactants: ClCCCSC1=CC2=C(S1)CCCC2=O (2-((3-chloropropyl)thio)-4-oxo-4,5,6,7-tetrahydrobenzo(b)thiophene), Cl.FC1=CC2=C(C(=NO2)C2CCNCC2)C=C1 (4-(6-fluoro-1,2-benzisoxazol-3-yl)piperidine hydrochloride), C([O-])([O-])=O.[K+].[K+] (potassium carbonate), [I-].[K+] (potassium iodide). The solvent is CN(C=O)C (dimethylformamide), C1(=CC=CC=C1)C (toluene), O (water). The product is FC1=CC2=C(C(=NO2)C2CCN(CC2)CCCSC2=CC3=C(S2)CCCC3=O)C=C1 (2-(3-(4-(6-fluoro-1,2-benzisoxazol-3-yl)piperidin-1-yl)propylthio)-4-oxo-4,5,6,7-tetrahydrobenzo(b)-thiophene). Isolated yield 58.7%. Reaction SMILES: Cl[CH2:2][CH2:3][CH2:4][S:5][C:6]1[S:10][C:9]2[CH2:11][CH2:12][CH2:13][C:14](=[O:15])[C:8]=2[CH:7]=1.Cl.[F:17][C:18]1[CH:32]=[CH:31][C:21]2[C:22]([CH:25]3[CH2:30][CH2:29][NH:28][CH2:27][CH2:26]3)=[N:23][O:24][C:20]=2[CH:19]=1.C(=O)([O-])[O-].[K+].[K+].[I-].[K+]>CN(C)C=O.C1(C)C=CC=CC=1.O>[F:17][C:18]1[CH:32]=[CH:31][C:21]2[C:22]([CH:25]3[CH2:26][CH2:27][N:28]([CH2:2][CH2:3][CH2:4][S:5][C:6]4[S:10][C:9]5[CH2:11][CH2:12][CH2:13][C:14](=[O:15])[C:8]=5[CH:7]=4)[CH2:29][CH2:30]3)=[N:23][O:24][C:20]=2[CH:19]=1 |f:1.2,3.4.5,6.7|. Procedure: A mixture of 0.5 g of 2-((3-chloropropyl)thio)-4-oxo-4,5,6,7-tetrahydrobenzo(b)thiophene, 0.5 g of 4-(6-fluoro-1,2-benzisoxazol-3-yl)piperidine hydrochloride, 0.6 g of potassium carbonate and 0.4 g of potassium iodide in 10 ml of dimethylformamide and 10 ml of toluene was mixed at 100° C. for 4 hours and poured into water. The toluene layer was washed with water, dried over magnesium sulfate and concentrated. The residue was purified by column chromatography on a silica gel to give 0.5 g of 2-(3... Reactants: [Br-], CC(=O)[O-], CC(=O)[O-], Cc1ccccc1, [Co+2], [Na+], O, O, O, O, OO. Yields the product O=Cc1ccccc1. Reaction SMILES: [Br-:2].[C:16]([O-:17])(=[O:18])[CH3:19].[C:21]([O-:22])(=[O:23])[CH3:24].[CH3:5][c:6]1[cH:7][cH:8][cH:9][cH:10][cH:11]1.[Co+2:20].[Na+:1].[OH2:12].[OH2:13].[OH2:14].[OH2:15].[OH:3][OH:4]>>[O:3]=[CH:5][c:6]1[cH:7][cH:8][cH:9][cH:10][cH:11]1.